The task is: describe an organic reaction: reactants, conditions, products, and yield. This data is from the Open Reaction Database (ORD), a public repository of structured organic reaction records. Starting materials: Br, COc1ccc(S(=O)(=O)Cl)cc1OC, Cl, Nc1nc(-c2ccc3ccccc3c2)cs1, c1ccncc1. Yields the product COc1ccc(S(=O)(=O)Nc2nc(-c3ccc4ccccc4c3)cs2)cc1OC. As a reaction SMILES: [BrH:1].[CH3:18][O:19][c:20]1[cH:21][c:22]([S:28](=[O:29])(=[O:30])[Cl:31])[cH:23][cH:24][c:25]1[O:26][CH3:27].[ClH:32].[cH:2]1[c:3](-[c:12]2[n:13][c:14]([NH2:17])[s:15][cH:16]2)[cH:4][cH:5][c:6]2[cH:7][cH:8][cH:9][cH:10][c:11]12.[cH:33]1[cH:34][cH:35][n:36][cH:37][cH:38]1>>[cH:2]1[c:3](-[c:12]2[n:13][c:14]([NH:17][S:28]([c:22]3[cH:21][c:20]([O:19][CH3:18])[c:25]([O:26][CH3:27])[cH:24][cH:23]3)(=[O:29])=[O:30])[s:15][cH:16]2)[cH:4][cH:5][c:6]2[cH:7][cH:8][cH:9][cH:10][c:11]12. Reactants: [N+](=O)([O-])C1=CC=C(C=C1)C=1N=NSC1C1=CC=C(C=C1)[N+](=O)[O-] (4,5-Bis-(4-nitrophenyl)-1,2,3-thiadiazole). The reagents and catalysts are [Pd] (Pd/C). The solvent is CCO (EtOH). Yields the product NC1=CC=C(C=C1)C=1N=NSC1C1=CC=C(C=C1)N (4,5-Bis-(4-aminophenyl)-1,2,3-thiadiazole). The yield is 95.0%. As a reaction SMILES: [N+:1]([C:4]1[CH:9]=[CH:8][C:7]([C:10]2[N:11]=[N:12][S:13][C:14]=2[C:15]2[CH:20]=[CH:19][C:18]([N+:21]([O-])=O)=[CH:17][CH:16]=2)=[CH:6][CH:5]=1)([O-])=O>CCO.[Pd]>[NH2:1][C:4]1[CH:5]=[CH:6][C:7]([C:10]2[N:11]=[N:12][S:13][C:14]=2[C:15]2[CH:20]=[CH:19][C:18]([NH2:21])=[CH:17][CH:16]=2)=[CH:8][CH:9]=1. Procedure: Thiadiazole 36 (11.8 g, 36.1 mmol) in EtOH (200 ml) was hydrogenated over 5% Pd/C (3.6 g) at 50 psi for 16 hours. The solution was filtered through a celite pad and washed with EtOH. The solvent was removed under reduced pressure, and the crude solid was recrystallized from EtOAc/MeOH to afford 32 (9.2 g, 95.1%), m.p. 236° C. (decomposes). Reactants: Nc1cc(F)c(Oc2cnc3ccccc3c2)c(Cl)c1, Cc1cc(S(=O)(=O)Cl)c(Cl)cc1Cl, c1ccncc1. Product: Cc1cc(S(=O)(=O)Nc2cc(F)c(Oc3cnc4ccccc4c3)c(Cl)c2)c(Cl)cc1Cl. Reaction SMILES: [Cl:1][c:2]1[cH:3][c:4]([NH2:20])[cH:5][c:6]([F:19])[c:7]1[O:8][c:9]1[cH:10][n:11][c:12]2[cH:13][cH:14][cH:15][cH:16][c:17]2[cH:18]1.[Cl:21][c:22]1[c:23]([S:30](=[O:31])(=[O:32])[Cl:33])[cH:24][c:25]([CH3:29])[c:26]([Cl:28])[cH:27]1.[cH:34]1[cH:35][cH:36][n:37][cH:38][cH:39]1>>[Cl:1][c:2]1[cH:3][c:4]([NH:20][S:30]([c:23]2[c:22]([Cl:21])[cH:27][c:26]([Cl:28])[c:25]([CH3:29])[cH:24]2)(=[O:31])=[O:32])[cH:5][c:6]([F:19])[c:7]1[O:8][c:9]1[cH:10][n:11][c:12]2[cH:13][cH:14][cH:15][cH:16][c:17]2[cH:18]1. Reaction conditions: time 8 hour. The reagents and catalysts are CC1(CCCC(N1[O])(C)C)C (TEMPO). Procedure: Saturated aqueous NaHCO3 (15 mL) was added to a stirred solution of tert-butyl 2-(hydroxymethyl)morpholine-4-carboxylate (1.09 g, 5.0 mmol) (heterocycles, (1993), 35, 105 and WO 2007/06715) in acetone (50 mL) at 0° C. Solid NaBr (0.1 g, 1 mmol) and TEMPO (0.015 g, 0.1 mmol) were added. trichloroisocyanuric acid (2.32 g, 10.0 mmol) was then added for 20 min at 0° C. After addition the reaction mixture was allowed to rise to RT and stirred overnight. 2-Propanol (3 mL) was added and the resulting s... Reactants: [Na+].[Br-] (NaBr), ClN1C(N(C(N(C1=O)Cl)=O)Cl)=O (trichloroisocyanuric acid), C(=O)(O)[O-].[Na+] (NaHCO3), OCC1CN(CCO1)C(=O)OC(C)(C)C (tert-butyl 2-(hydroxymethyl)morpholine-4-carboxylate). Solvent: CC(C)O (2-Propanol), CC(=O)C (acetone). Yields the product C(C)(C)(C)OC(=O)N1CC(OCC1)C(=O)O (4-(tert-Butoxycarbonyl)morpholine-2-carboxylic acid). Reaction SMILES: C([O-])(O)=[O:2].[Na+].[OH:6][CH2:7][CH:8]1[O:13][CH2:12][CH2:11][N:10]([C:14]([O:16][C:17]([CH3:20])([CH3:19])[CH3:18])=[O:15])[CH2:9]1.[Na+].[Br-].ClN1C(=O)N(Cl)C(=O)N(Cl)C1=O>CC(C)=O.CC1(C)N([O])C(C)(C)CCC1.CC(O)C>[C:17]([O:16][C:14]([N:10]1[CH2:11][CH2:12][O:13][CH:8]([C:7]([OH:2])=[O:6])[CH2:9]1)=[O:15])([CH3:20])([CH3:19])[CH3:18] |f:0.1,3.4,^1:42|. The reactants are N1=C(C=CC2=CC=CC=C12)/C=C/CCCC(=O)OCC (ethyl (E)-6-(2-quinolyl)-5-hexenoate), [OH-].[Na+] (sodium hydroxide), Cl (HCl). Run in CO (methanol). Reaction conditions: time 6 hour. The product is N1=C(C=CC2=CC=CC=C12)/C=C/CCCC(=O)O ((E)-6-(2-quinolyl)-5-hexenoic acid). Yield: 42.4%. RXN SMILES: [N:1]1[C:10]2[C:5](=[CH:6][CH:7]=[CH:8][CH:9]=2)[CH:4]=[CH:3][C:2]=1/[CH:11]=[CH:12]/[CH2:13][CH2:14][CH2:15][C:16]([O:18]CC)=[O:17].[OH-].[Na+].Cl>CO>[N:1]1[C:10]2[C:5](=[CH:6][CH:7]=[CH:8][CH:9]=2)[CH:4]=[CH:3][C:2]=1/[CH:11]=[CH:12]/[CH2:13][CH2:14][CH2:15][C:16]([OH:18])=[O:17] |f:1.2|. Procedure details: To a solution of ethyl (E)-6-(2-quinolyl)-5-hexenoate (2.0 g) in methanol (10 ml) was added 3N aqueous sodium hydroxide solution (5 ml) under ice-cooling and the mixture was then stirred at room temperature for 6 hours. This reaction mixture was neutralized with 3N HCl and the solvent methanol was distilled off under reduced pressure. The resulting crude crystals were collected by filtration, rinsed with water, further rinsed with ether, and dried in vacuo to provide 0.76 g of (E)-6-(2-quinolyl)... Conditions: temperature 100 celsius, time 1 hour. The reactants are NC=1N=C(C2=C(N1)C(N(C2)CC2=CC=CC=C2)=O)O (2-amino-6-benzyl-4-hydroxy-5H-pyrrolo[3,4-d]pyrimidin-7(6H)-one), O (water), N(=O)[O-].[Na+] (sodium nitrite), O (water), Cl (HCl). As a reaction SMILES: N[C:2]1[N:3]=[C:4]([OH:19])[C:5]2[CH2:10][N:9]([CH2:11][C:12]3[CH:17]=[CH:16][CH:15]=[CH:14][CH:13]=3)[C:8](=[O:18])[C:6]=2[N:7]=1.O.Cl.N([O-])=[O:23].[Na+]>>[CH2:11]([N:9]1[CH2:10][C:5]2[C:4]([OH:19])=[N:3][C:2]([OH:23])=[N:7][C:6]=2[C:8]1=[O:18])[C:12]1[CH:17]=[CH:16][CH:15]=[CH:14][CH:13]=1 |f:3.4|. Product: C(C1=CC=CC=C1)N1C(C=2N=C(N=C(C2C1)O)O)=O (6-benzyl-2,4-dihydroxy-5H-pyrrolo[3,4-d]pyrimidin-7(6H)-one). Reported procedure: 2-amino-6-benzyl-4-hydroxy-5H-pyrrolo[3,4-d]pyrimidin-7(6H)-one (8.721 g, 0.03403 mol) and water (510.7 mL, 28.35 mol) were mixed and the mixture was heated at 100° C. Conc. HCl was added slowly until the sample dissolved. The mixture was cooled at 90° C. then sodium nitrite (7.044 g, 0.1021 mol) in water (68.05 mL, 3.778 mol) was added dropwise. The reaction mixture was stirred at 90° C. for 1 hour then vacuum filtered hot to provide the product cv (3.187 g, 36%). Starting materials: CC(=O)O[BH-](OC(C)=O)OC(C)=O, CC(C)(C)OC(=O)N1CCNCC1, CC(Cl)Cl, N#Cc1cc(F)ccc1Oc1ccc2c(cnn2CC=O)c1. Product: CC(C)(C)OC(=O)N1CCN(CCn2ncc3cc(Oc4ccc(F)cc4C#N)ccc32)CC1. Reaction SMILES: [C:23]([O:24][BH-:25]([O:26][C:27](=[O:28])[CH3:29])[O:30][C:31](=[O:32])[CH3:33])(=[O:34])[CH3:35].[C:36]([CH3:37])([CH3:38])([CH3:39])[O:40][C:41](=[O:42])[N:43]1[CH2:44][CH2:45][NH:46][CH2:47][CH2:48]1.[Cl:49][CH:50]([Cl:51])[CH3:52].[F:1][c:2]1[cH:3][cH:4][c:5]([O:10][c:11]2[cH:12][c:13]3[cH:14][n:15][n:16]([CH2:20][CH:21]=[O:22])[c:17]3[cH:18][cH:19]2)[c:6]([C:7]#[N:8])[cH:9]1>>[F:1][c:2]1[cH:3][cH:4][c:5]([O:10][c:11]2[cH:12][c:13]3[cH:14][n:15][n:16]([CH2:20][CH2:21][N:46]4[CH2:45][CH2:44][N:43]([C:41]([O:40][C:36]([CH3:37])([CH3:38])[CH3:39])=[O:42])[CH2:48][CH2:47]4)[c:17]3[cH:18][cH:19]2)[c:6]([C:7]#[N:8])[cH:9]1. The reactants are CC1=C(C=2C(=NC=CC2)N1)C (2,3-dimethylpyrrolo [2,3-b]pyridine), COC1=CC=C(C(CBr)=O)C=C1 (p-methoxyphenacyl bromide). The product is CC1=C(C=2C(N(C=CC2)CC(=O)C2=CC=C(C=C2)OC)=N1)C (2,3 -Dimethyl-7-(p-metoxyphenacyl)pyrrolo[2,3-b]pyridine), Br (hydrobromide). Isolated yield 336.1%. RXN SMILES: [CH3:1][C:2]1[NH:10][C:5]2=[N:6][CH:7]=[CH:8][CH:9]=[C:4]2[C:3]=1[CH3:11].[CH3:12][O:13][C:14]1[CH:23]=[CH:22][C:17]([C:18](=[O:21])[CH2:19][Br:20])=[CH:16][CH:15]=1>>[CH3:1][C:2]1[N:10]=[C:5]2[N:6]([CH2:19][C:18]([C:17]3[CH:22]=[CH:23][C:14]([O:13][CH3:12])=[CH:15][CH:16]=3)=[O:21])[CH:7]=[CH:8][CH:9]=[C:4]2[C:3]=1[CH3:11].[BrH:20]. Procedure: The title compound was prepared from 2,3-dimethylpyrrolo [2,3-b]pyridine (120 mg, 0.82 mmol) and p-methoxyphenacyl bromide (207 mg, 0.90 mmol) following the procedure in example 27 above furnishing 223 mg (73%) pure hydrobromide as a light yellow solid. The reactants are BrC=1C(N(C(=CC1OCC1=C(C=C(C=C1)F)F)CO)C1=C(C=CC=C1F)F)=O (3-bromo-4-[(2,4-difluorobenzyl)oxy]-1-(2,6-difluorophenyl)-6 (hydroxymethyl)pyridin-2(1H)-one), CC(=O)C.OS(=O)(=O)O.O=[Cr](=O)=O (Jones reagent). Run in CC(=O)C (acetone), CC(=O)C (acetone). Conditions: temperature 0 celsius. Yields the product BrC1=C(C=C(N(C1=O)C1=C(C=CC=C1F)F)C(=O)O)OCC1=C(C=C(C=C1)F)F (5-bromo-4-[(2,4-difluorobenzyl)oxy]-1-(2,6-difluorophenyl)-6-oxo-1,6-dihydropyridine-2-carboxylic acid). The yield is 65.0%. RXN SMILES: [Br:1][C:2]1[C:3](=[O:28])[N:4]([C:20]2[C:25]([F:26])=[CH:24][CH:23]=[CH:22][C:21]=2[F:27])[C:5]([CH2:18][OH:19])=[CH:6][C:7]=1[O:8][CH2:9][C:10]1[CH:15]=[CH:14][C:13]([F:16])=[CH:12][C:11]=1[F:17].CC(C)=[O:31].OS(O)(=O)=O.O=[Cr](=O)=O>CC(C)=O>[Br:1][C:2]1[C:3](=[O:28])[N:4]([C:20]2[C:21]([F:27])=[CH:22][CH:23]=[CH:24][C:25]=2[F:26])[C:5]([C:18]([OH:31])=[O:19])=[CH:6][C:7]=1[O:8][CH2:9][C:10]1[CH:15]=[CH:14][C:13]([F:16])=[CH:12][C:11]=1[F:17] |f:1.2.3|. Procedure: In a 100 ml round bottom flask, 3-bromo-4-[(2,4-difluorobenzyl)oxy]-1-(2,6-difluorophenyl)-6 (hydroxymethyl)pyridin-2(1H)-one (1.70 g, 3.7 mmol) was dissolved in acetone (10 mL) and cooled to 0° C. in ice bath. To the reaction was added 1M acetone solution of Jones (5 ml, excess amount). Additional Jones reagent was added over time (approximately 6 hours) until the reaction was complete. The reaction was then concentrated down to dryness. The residue was then taken up in ethyl acetate (10 mL) an...